From a dataset of the Open Reaction Database (ORD), a public repository of structured organic reaction records. describe an organic reaction: reactants, conditions, products, and yield Starting materials: Cl (HCl), C1(CC1)C1=CC(=NN1C1=CC=C(C=N1)NC(C1=CC=NC=C1)=O)C(F)(F)F (N-{6-[5-cyclopropyl-3-(trifluoromethyl)-1H-pyrazol-1-yl]pyridin-3-yl}isonicotinamide), C(C1=CC=NC=C1)(=O)O (isonicotinic acid), intermediate 36. The solvent is C(C)OCC (diethyl ether), C1CCOC1 (THF). Conditions: time 15 minute. Product: Cl.C1(CC1)C1=CC(=NN1C1=CC=C(C=N1)NC(C1=CC=NC=C1)=O)C(F)(F)F (N-{6-[5-cyclopropyl-3-(trifluoromethyl)-1H-pyrazol-1-yl]pyridin-3-yl}isonicotinamide hydrochloride). RXN SMILES: [CH:1]1([C:4]2[N:8]([C:9]3[N:14]=[CH:13][C:12]([NH:15][C:16](=[O:23])[C:17]4[CH:22]=[CH:21][N:20]=[CH:19][CH:18]=4)=[CH:11][CH:10]=3)[N:7]=[C:6]([C:24]([F:27])([F:26])[F:25])[CH:5]=2)[CH2:3][CH2:2]1.C(O)(=O)C1C=CN=CC=1.[ClH:37]>C1COCC1.C(OCC)C>[ClH:37].[CH:1]1([C:4]2[N:8]([C:9]3[N:14]=[CH:13][C:12]([NH:15][C:16](=[O:23])[C:17]4[CH:22]=[CH:21][N:20]=[CH:19][CH:18]=4)=[CH:11][CH:10]=3)[N:7]=[C:6]([C:24]([F:27])([F:25])[F:26])[CH:5]=2)[CH2:3][CH2:2]1 |f:5.6|. Reported procedure: Following the general procedure-1, N-{6-[5-cyclopropyl-3-(trifluoromethyl)-1H-pyrazol-1-yl]pyridin-3-yl}isonicotinamide (160 mg) was prepared from isonicotinic acid (132 mg, 1.2 mmol) and intermediate 36 (290 mg, 0.67 mmol) as an off-white solid and dissolved in THF. Saturated HCl in diethyl ether was added to this solution at 0° C. and stirred for 15 min Solid that separated out was filtered and dried to give the title compound (137 mg) as an yellow solid M.P.: 186-188° C. 1H-NMR (δ ppm, DMSO-d... Reactants: OC1=C(C(=O)OCC)C(=CC(=C1)OCC1=CC(=CC=C1)OCC1=NC2=CC=CC=C2C=C1)C (Ethyl 2-hydroxy-6-methyl-4-[3-(quinolin-2-ylmethoxy)-benzyloxy]-benzoate), [H-].[Na+] (sodium hydride), IC (Iodomethane). The solvent is CN(C)C=O (DMF). Reaction conditions: temperature 50 celsius, time 20 minute. Yields the product COC1=C(C(=O)OCC)C(=CC(=C1)OCC1=CC(=CC=C1)OCC1=NC2=CC=CC=C2C=C1)C (Ethyl 2-methoxy-6-methyl-4-[3-(quinolin-2-ylmethoxy)-benzyloxy]-benzoate). RXN SMILES: [OH:1][C:2]1[CH:12]=[C:11]([O:13][CH2:14][C:15]2[CH:20]=[CH:19][CH:18]=[C:17]([O:21][CH2:22][C:23]3[CH:32]=[CH:31][C:30]4[C:25](=[CH:26][CH:27]=[CH:28][CH:29]=4)[N:24]=3)[CH:16]=2)[CH:10]=[C:9]([CH3:33])[C:3]=1[C:4]([O:6][CH2:7][CH3:8])=[O:5].[H-].[Na+].I[CH3:37]>CN(C=O)C>[CH3:37][O:1][C:2]1[CH:12]=[C:11]([O:13][CH2:14][C:15]2[CH:20]=[CH:19][CH:18]=[C:17]([O:21][CH2:22][C:23]3[CH:32]=[CH:31][C:30]4[C:25](=[CH:26][CH:27]=[CH:28][CH:29]=4)[N:24]=3)[CH:16]=2)[CH:10]=[C:9]([CH3:33])[C:3]=1[C:4]([O:6][CH2:7][CH3:8])=[O:5] |f:1.2|. Procedure: To a solution of ethyl 2-hydroxy-6-methyl-4-[3-(quinolin-2-ylmethoxy)-benzyloxy]-benzoate (150 mg, 0.34 mmol, example 65) in DMF (5 mL) is added sodium hydride (60%, 14 mg, 0.34 mmol) and the reaction is stirred 20 min. Iodomethane (0.03 mL, 0.5 mmol) is added and the reaction is heated at 50° C. for 7 h. The reaction is concentrated in vacuo and the residue is partioned between dichloromethane and aqueous ammonium chloride. The water layer is back-extracted with dichloromethane, the organic pha... Reaction SMILES: [CH2:1]([O:8][C:9]1[C:13]([CH2:14][OH:15])=[CH:12][N:11]([CH3:16])[N:10]=1)[C:2]1[CH:7]=[CH:6][CH:5]=[CH:4][CH:3]=1>[O-2].[O-2].[Mn+4].O1CCCC1>[CH2:1]([O:8][C:9]1[C:13]([CH:14]=[O:15])=[CH:12][N:11]([CH3:16])[N:10]=1)[C:2]1[CH:7]=[CH:6][CH:5]=[CH:4][CH:3]=1 |f:1.2.3|. The reactants are C(C1=CC=CC=C1)OC1=NN(C=C1CO)C ((3-benzyloxy-1-methyl-1H-pyrazol-4-yl)methanol). Yield: 81.2%. Run in O1CCCC1 (tetrahydrofuran). The reagents and catalysts are [O-2].[O-2].[Mn+4] (manganese dioxide). Procedure details: A mixture of (3-benzyloxy-1-methyl-1H-pyrazol-4-yl)methanol (18.40 g), active manganese dioxide (40.00 g) and tetrahydrofuran (200 ml) was stirred at room temperature for 9 hrs. Manganese dioxide was filtered off and the filtrate was concentrated. The residue was subjected to silica gel column chromatography, and 3-benzyloxy-1-methyl-1H-pyrazole-4-carbaldehyde (14.80 g, yield 81%) was obtained as a colorless oil from a fraction eluted with ethyl acetate-hexane (2:1, volume ratio). Conditions: time 9 hour. The product is C(C1=CC=CC=C1)OC1=NN(C=C1C=O)C (3-benzyloxy-1-methyl-1H-pyrazole-4-carbaldehyde). Reported procedure: An oven-dried resealable schlenk tube containing a stir bar was charged with Pd2(dba)3 (4.6 mg, 0.005 mmol), 2-ditbutylphosphino-2′,4′,6′-triisopropylbiphenyl (17.0 mg, 0.04 mmol), ethyl 4-aminobenzoate (125 mg, 0.75 mmol) and K2CO3 (173 mg, 1.25 mmol). The tube was capped with a rubber septum, evacuated and backfilled with argon. 3-Bromoaniline (56 μL, 0.5 mmol) and tbutanol (1 mL) were added through the septum via syringe. The septum was replaced with a Teflon screw cap. The schlenk tube was s... Reaction SMILES: [NH2:1][C:2]1[CH:12]=[CH:11][C:5]([C:6]([O:8][CH2:9][CH3:10])=[O:7])=[CH:4][CH:3]=1.C([O-])([O-])=O.[K+].[K+].Br[C:20]1[CH:21]=[C:22]([CH:24]=[CH:25][CH:26]=1)[NH2:23]>C1C=CC(/C=C/C(/C=C/C2C=CC=CC=2)=O)=CC=1.C1C=CC(/C=C/C(/C=C/C2C=CC=CC=2)=O)=CC=1.C1C=CC(/C=C/C(/C=C/C2C=CC=CC=2)=O)=CC=1.[Pd].[Pd]>[NH2:23][C:22]1[CH:21]=[C:20]([NH:1][C:2]2[CH:3]=[CH:4][C:5]([C:6]([O:8][CH2:9][CH3:10])=[O:7])=[CH:11][CH:12]=2)[CH:26]=[CH:25][CH:24]=1 |f:1.2.3,5.6.7.8.9|. Reagents/catalysts: C=1C=CC(=CC1)/C=C/C(=O)/C=C/C2=CC=CC=C2.C=1C=CC(=CC1)/C=C/C(=O)/C=C/C2=CC=CC=C2.C=1C=CC(=CC1)/C=C/C(=O)/C=C/C2=CC=CC=C2.[Pd].[Pd] (Pd2(dba)3). Run at time 11 hour. Isolated yield 80.4%. Yields the product NC=1C=C(C=CC1)NC1=CC=C(C(=O)OCC)C=C1 (Ethyl 4-((3-aminophenyl)amino)benzoate). The reactants are 2-ditbutylphosphino-2′,4′,6′-triisopropylbiphenyl, NC1=CC=C(C(=O)OCC)C=C1 (ethyl 4-aminobenzoate), C(=O)([O-])[O-].[K+].[K+] (K2CO3), BrC=1C=C(N)C=CC1 (3-Bromoaniline), Teflon. Starting materials: CC(C)(C)c1cc(NN)cc(C(C)(C)C)c1, CCO, COC(=O)c1ccc(C=O)cc1, C1CCOC1. The product is COC(=O)c1ccc(C=NNc2cc(C(C)(C)C)cc(C(C)(C)C)c2)cc1. As a reaction SMILES: [C:1]([CH3:2])([CH3:3])([CH3:4])[c:5]1[cH:6][c:7]([NH:15][NH2:16])[cH:8][c:9]([C:11]([CH3:12])([CH3:13])[CH3:14])[cH:10]1.[CH3:34][CH2:35][OH:36].[CH:17](=[O:18])[c:19]1[cH:20][cH:21][c:22]([C:23](=[O:24])[O:25][CH3:26])[cH:27][cH:28]1.[O:29]1[CH2:30][CH2:31][CH2:32][CH2:33]1>>[C:1]([CH3:2])([CH3:3])([CH3:4])[c:5]1[cH:6][c:7]([NH:15][N:16]=[CH:17][c:19]2[cH:20][cH:21][c:22]([C:23](=[O:24])[O:25][CH3:26])[cH:27][cH:28]2)[cH:8][c:9]([C:11]([CH3:12])([CH3:13])[CH3:14])[cH:10]1. Reactants: CC(C)(C)OC(=O)N1CC(NC(=O)CN(C(=O)OCc2ccccc2)c2ccnc3ccc(C(F)(F)F)cc23)C1, CO. Yields the product CC(C)(C)OC(=O)N1CC(NC(=O)CNc2ccnc3ccc(C(F)(F)F)cc23)C1. Reaction SMILES: [CH2:1]([O:2][C:3](=[O:4])[N:11]([CH2:12][C:13](=[O:14])[NH:15][CH:16]1[CH2:17][N:18]([C:20](=[O:21])[O:22][C:23]([CH3:24])([CH3:25])[CH3:26])[CH2:19]1)[c:27]1[cH:28][cH:29][n:30][c:31]2[cH:32][cH:33][c:34]([C:37]([F:38])([F:39])[F:40])[cH:35][c:36]12)[c:5]1[cH:6][cH:7][cH:8][cH:9][cH:10]1.[CH3:41][OH:42]>>[NH:11]([CH2:12][C:13](=[O:14])[NH:15][CH:16]1[CH2:17][N:18]([C:20](=[O:21])[O:22][C:23]([CH3:24])([CH3:25])[CH3:26])[CH2:19]1)[c:27]1[cH:28][cH:29][n:30][c:31]2[cH:32][cH:33][c:34]([C:37]([F:38])([F:39])[F:40])[cH:35][c:36]12. Starting materials: Tert-butyl N-(3-hydroxypropyl) carbamate, Cl.O1CCOCC1 (HCl dioxane), N(=NC(=O)OCC)C(=O)OCC (diethyl azodicarboxylate), BrC=1C=C(C=C(C1O)F)CC(CC(=O)OCC)(C)C (Ethyl 4-(3-bromo-5-fluoro-4-hydroxyphenyl)-3,3-dimethylbutanoate), C1(=CC=CC=C1)P(C1=CC=CC=C1)C1=CC=CC=C1 (triphenylphosphine). Solvent: C(C)O (ethanol), C1CCOC1 (THF), C1CCOC1 (THF). Conditions: time 15 minute. The product is NCCCOC1=C(C=C(C=C1F)CC(CC(=O)OCC)(C)C)Br (Ethyl 4-[4-(3-aminopropoxy)-3-bromo-5-fluorophenyl]-3,3-dimethylbutanoate). Reaction SMILES: [N:1](C(OCC)=O)=NC(OCC)=O.[Br:13][C:14]1[CH:15]=[C:16]([CH2:22][C:23]([CH3:31])([CH3:30])[CH2:24][C:25]([O:27][CH2:28][CH3:29])=[O:26])[CH:17]=[C:18]([F:21])[C:19]=1[OH:20].[C:32]1(P(C2C=CC=CC=2)C2C=CC=CC=2)[CH:37]=CC=C[CH:33]=1.Cl.O1CCOCC1>C1COCC1.C(O)C>[NH2:1][CH2:33][CH2:32][CH2:37][O:20][C:19]1[C:18]([F:21])=[CH:17][C:16]([CH2:22][C:23]([CH3:30])([CH3:31])[CH2:24][C:25]([O:27][CH2:28][CH3:29])=[O:26])=[CH:15][C:14]=1[Br:13] |f:3.4|. Procedure: A solution of diethyl azodicarboxylate (0.488 g, 2.8 mmol) in 3 ml THF was added to a solution of the product of STEP 7 (0.72 g, 2.16 mmol) and triphenylphosphine (0.734 g, 2.8 mmol) in 13 ml THF at room temperature and stirred for 15 min. Tert-butyl N-(3-hydroxypropyl) carbamate (0.491 g, 2.8 mmol) was added. The reaction was stirred at room temperature for 18 h. THF was evaporated and the residue was purified by chromatography (on silica gel, ethyl acetate/hexane=1/4) to yield a golden oil in ...